From a dataset of the Open Reaction Database (ORD), a public repository of structured organic reaction records. describe an organic reaction: reactants, conditions, products, and yield The reactants are CC(C)(C)c1ccnc(NC(=O)Cc2ccc(Br)cc2F)c1, Cc1cccc(-c2ccn3ccnc3c2)n1, [K+], CC(=O)[O-], Cl[Pd]Cl, c1ccc(P(c2ccccc2)c2ccccc2)cc1, c1ccc(P(c2ccccc2)c2ccccc2)cc1. Yields the product Cc1cccc(-c2ccn3c(-c4ccc(CC(=O)Nc5cc(C(C)(C)C)ccn5)c(F)c4)cnc3c2)n1. RXN SMILES: [Br:1][c:2]1[cH:3][c:4]([F:22])[c:5]([CH2:8][C:9](=[O:10])[NH:11][c:12]2[n:13][cH:14][cH:15][c:16]([C:18]([CH3:19])([CH3:20])[CH3:21])[cH:17]2)[cH:6][cH:7]1.[CH3:23][c:24]1[cH:25][cH:26][cH:27][c:28](-[c:30]2[cH:31][c:32]3[n:33]([cH:34][cH:35]2)[cH:36][cH:37][n:38]3)[n:29]1.[K+:43].[O-:39][C:40]([CH3:41])=[O:42].[Pd:44]([Cl:45])[Cl:46].[c:47]1([P:48]([c:49]2[cH:50][cH:51][cH:52][cH:53][cH:54]2)[c:55]2[cH:56][cH:57][cH:58][cH:59][cH:60]2)[cH:61][cH:62][cH:63][cH:64][cH:65]1.[c:66]1([P:67]([c:68]2[cH:69][cH:70][cH:71][cH:72][cH:73]2)[c:74]2[cH:75][cH:76][cH:77][cH:78][cH:79]2)[cH:80][cH:81][cH:82][cH:83][cH:84]1>>[c:2]1(-[c:36]2[n:33]3[c:32]([cH:31][c:30](-[c:28]4[cH:27][cH:26][cH:25][c:24]([CH3:23])[n:29]4)[cH:35][cH:34]3)[n:38][cH:37]2)[cH:3][c:4]([F:22])[c:5]([CH2:8][C:9](=[O:10])[NH:11][c:12]2[n:13][cH:14][cH:15][c:16]([C:18]([CH3:19])([CH3:20])[CH3:21])[cH:17]2)[cH:6][cH:7]1. Reactants: C(C)(C)(C)OC(NC1=C(C=C(C=C1)C1=CC=C(C=C1)F)NC(CC(C1=CC(=CC=C1)N1N=NN=C1)=O)=O)=O ({4′-fluoro-3-[3-oxo-3-(3-tetrazol-1-yl-phenyl)-propionylamino]-biphenyl-4-yl}-carbamic acid tert.-butyl ester), C(=O)(C(F)(F)F)O (TFA). Solvent: C(Cl)Cl (CH2Cl2). Product: FC1=CC=C(C=C1)C1=CC=CC2=C1NC(CC(=N2)C2=CC(=CC=C2)N2N=NN=C2)=O (9-(4-Fluoro-phenyl)-4-(3-tetrazol-1-yl-phenyl)-1,3-dihydro-benzo [b][1,4]diazepin-2-one). Reaction SMILES: C(OC(=O)[NH:7][C:8]1[CH:13]=[CH:12][C:11](C2C=CC(F)=CC=2)=[CH:10][C:9]=1[NH:21][C:22](=[O:37])[CH2:23][C:24](=O)[C:25]1[CH:30]=[CH:29][CH:28]=[C:27]([N:31]2[CH:35]=[N:34][N:33]=[N:32]2)[CH:26]=1)(C)(C)C.[C:39](O)([C:41]([F:44])(F)F)=O>C(Cl)Cl>[F:44][C:41]1[CH:39]=[CH:10][C:9]([C:10]2[C:9]3[NH:21][C:22](=[O:37])[CH2:23][C:24]([C:25]4[CH:30]=[CH:29][CH:28]=[C:27]([N:31]5[CH:35]=[N:34][N:33]=[N:32]5)[CH:26]=4)=[N:7][C:8]=3[CH:13]=[CH:12][CH:11]=2)=[CH:8][CH:13]=1. Reported procedure: Prepared from {4′-fluoro-3-[3-oxo-3-(3-tetrazol-1-yl-phenyl)-propionylamino]-biphenyl-4-yl}-carbamic acid tert.-butyl ester (Example K56) by treatment with TFA in CH2Cl2 according to the general procedure M. Obtained as a light yellow solid (54 mg). Starting materials: NC1=NC=C(C=C1C=O)I (2-amino-5-iodopyridine-3-carbaldehyde), N1C=NC=C1 (imidazole), CN([C@H]1[C@@H](CCCC1)N)C (trans-N,N-dimethyl-1,2-cyclohexanediamine), [O-]P(=O)([O-])[O-].[K+].[K+].[K+] (K3PO4). The reagents and catalysts are [Cu](I)I (copper iodide). The solvent is CS(=O)C (DMSO), C1(=CC=CC=C1)C (toluene). Product: NC1=NC=C(C=C1C=O)N1C=NC=C1 (2-amino-5-imidazol-1-ylpyridine-3-carbaldehyde). As a reaction SMILES: [NH2:1][C:2]1[C:7]([CH:8]=[O:9])=[CH:6][C:5](I)=[CH:4][N:3]=1.[NH:11]1[CH:15]=[CH:14][N:13]=[CH:12]1.CN(C)[C@@H]1CCCC[C@H]1N.[O-]P([O-])([O-])=O.[K+].[K+].[K+]>CS(C)=O.[Cu](I)I.C1(C)C=CC=CC=1>[NH2:1][C:2]1[C:7]([CH:8]=[O:9])=[CH:6][C:5]([N:11]2[CH:15]=[CH:14][N:13]=[CH:12]2)=[CH:4][N:3]=1 |f:3.4.5.6|. Procedure details: 300 mg (1.210 mmol) of 2-amino-5-iodopyridine-3-carbaldehyde and 24 mg (3.629 mmol) of imidazole are dissolved in ml of DMSO in a nitrogen-filled microwave vessel. 51.6 mg (0.363 mmol) of trans-N,N-dimethyl-1,2-cyclohexanediamine, 69.1 mg (0.363 mmol) of copper iodide, 523.8 mg (2.468 mmol) of K3PO4 and 5 ml of toluene is added. The reaction mixture is irradiated with microwaves for 2 hours at 150° C. The reaction mixture is cooled to room temperature, filtered off, and the solvent is removed. W... The reactants are N(=O)[O-].[Na+] (NaNO2), [OH-].[Na+] (NaOH), NC=1C=CC(=C(C(=O)N)C1)Cl (5-amino-2-chloro-benzamide), S(N)(O)(=O)=O (sulfamic acid), O.O.[Sn](Cl)(Cl)(Cl)Cl (tin chloride dihydrate). The reagents and catalysts are C1=CC(=C(C(=C1[O-])Cl)Cl)Cl.C1=CC(=C(C(=C1[O-])Cl)Cl)Cl.[Zn+2] (compound 9B). Run in O (water), Cl (HCl), Cl (HCl). Conditions: temperature 0 celsius, time 1 hour. The product is N(N)C=1C=CC(=C(C(=O)N)C1)Cl (5-Hydrazino-2-chloro-benzamide). Yield: 29.4%. RXN SMILES: [NH2:1][C:2]1[CH:3]=[CH:4][C:5]([Cl:11])=[C:6]([CH:10]=1)[C:7]([NH2:9])=[O:8].[N:12]([O-])=O.[Na+].S(=O)(=O)(O)N.O.O.[Sn](Cl)(Cl)(Cl)Cl.[OH-].[Na+]>Cl.O.C1C([O-])=C(Cl)C(Cl)=C(Cl)C=1.C1C([O-])=C(Cl)C(Cl)=C(Cl)C=1.[Zn+2]>[NH:1]([C:2]1[CH:3]=[CH:4][C:5]([Cl:11])=[C:6]([CH:10]=1)[C:7]([NH2:9])=[O:8])[NH2:12] |f:1.2,4.5.6,7.8,11.12.13|. Reported procedure: Title compound 9B, 5-amino-2-chloro-benzamide (1.05 g, 6.13 mmol) was dissolved in a concentrated aqueous solution of HCl (10 ml) and cooled to 0° C. To this a cooled solution of NaNO2 (0.54 g, 1.5 eq, 9.19 mmol) in water (4 ml) was added over 15 minutes whilst maintaining the temperature below 10° C. The reaction was then cooled to 0° C. and stirred for 1 hour. To the reaction mixture sulfamic acid (0.3 g, 0.5 eq, 3.06 mmol) was added portion wise over a 20 minute period, a solution of tin chlo...